The task is: describe an organic reaction: reactants, conditions, products, and yield. This data is from the Open Reaction Database (ORD), a public repository of structured organic reaction records. The reactants are OC(C(C)C)(C=1N=CN(C1)C(C1=CC=CC=C1)(C1=CC=CC=C1)C1=CC=CC=C1)C1=CC=C(C=C1)C1=CC=CC(=N1)NC(C)=O (N-(6-(4-[1-hydroxy-2-methyl-1-(1-trityl-1H-imidazol-4-yl)propyl]phenyl}-2-pyridyl)acetamide), Cl.N1=CC=CC=C1 (pyridine hydrochloride). Product: OC(C(C)C)(C=1N=CNC1)C1=CC=C(C=C1)C1=CC=CC(=N1)NC(C)=O (N-(6-{4-[1-hydroxy-1-(1H-imidazol-4-yl)-2-methylpropyl]phenyl}-2-pyridyl)acetamide). Isolated yield 59.4%. As a reaction SMILES: [OH:1][C:2]([C:30]1[CH:35]=[CH:34][C:33]([C:36]2[N:41]=[C:40]([NH:42][C:43](=[O:45])[CH3:44])[CH:39]=[CH:38][CH:37]=2)=[CH:32][CH:31]=1)([C:6]1[N:7]=[CH:8][N:9](C(C2C=CC=CC=2)(C2C=CC=CC=2)C2C=CC=CC=2)[CH:10]=1)[CH:3]([CH3:5])[CH3:4].Cl.N1C=CC=CC=1>>[OH:1][C:2]([C:30]1[CH:31]=[CH:32][C:33]([C:36]2[N:41]=[C:40]([NH:42][C:43](=[O:45])[CH3:44])[CH:39]=[CH:38][CH:37]=2)=[CH:34][CH:35]=1)([C:6]1[N:7]=[CH:8][NH:9][CH:10]=1)[CH:3]([CH3:4])[CH3:5] |f:1.2|. Procedure: By the reaction in the same manner as in Example 4-(iii) using N-(6-(4-[1-hydroxy-2-methyl-1-(1-trityl-1H-imidazol-4-yl)propyl]phenyl}-2-pyridyl)acetamide (1.48 g) and pyridine hydrochloride (520 mg), the title compound (520 mg) was obtained as colorless powder crystals. Reactants: COC(=O)c1cnc(N2CCc3[nH]c4ccc(-c5ccc(C=O)s5)cc4c3C2)nc1, CN1CCNCC1, ClCCl. Yields the product COC(=O)c1cnc(N2CCc3[nH]c4ccc(-c5ccc(CN6CCN(C)CC6)s5)cc4c3C2)nc1. Reaction SMILES: [CH3:1][O:2][C:3](=[O:4])[c:5]1[cH:6][n:7][c:8]([N:11]2[CH2:12][c:13]3[c:14]([nH:15][c:16]4[cH:17][cH:18][c:19](-[c:22]5[s:23][c:24]([CH:27]=[O:28])[cH:25][cH:26]5)[cH:20][c:21]34)[CH2:29][CH2:30]2)[n:9][cH:10]1.[CH3:31][N:32]1[CH2:33][CH2:34][NH:35][CH2:36][CH2:37]1.[Cl:38][CH2:39][Cl:40]>>[CH3:1][O:2][C:3](=[O:4])[c:5]1[cH:6][n:7][c:8]([N:11]2[CH2:12][c:13]3[c:14]([nH:15][c:16]4[cH:17][cH:18][c:19](-[c:22]5[s:23][c:24]([CH2:27][N:35]6[CH2:34][CH2:33][N:32]([CH3:31])[CH2:37][CH2:36]6)[cH:25][cH:26]5)[cH:20][c:21]34)[CH2:29][CH2:30]2)[n:9][cH:10]1. Starting materials: C(O)(O)=O (hydrogencarbonic acid), C(O)(O)=O (carbonic acid), C(O)(O)=O (hydrogencarbonic acid), C(O)(O)=O (hydrogencarbonic acid), [Fe] (iron), [Fe] (iron), solution C, C(O)(O)=O (carbonic acid). Yields the product C(O)(O)=O (carbonic acid), C(O)(O)=O.[Fe] (hydrogencarbonic acid iron). As a reaction SMILES: [C:1](=[O:4])([OH:3])[OH:2].[Fe:5]>>[C:1](=[O:2])([OH:4])[OH:3].[C:1](=[O:2])([OH:4])[OH:3].[Fe:5] |f:3.4|. Procedure: Simultaneous mixing of solution containing a carbonic acid, a hydrogencarbonic acid, or a carbonic acid and a hydrogencarbonic acid (solution A), a solution containing iron (solution B), and a solution of partial hydrolyzates of casein solution (solution C) using hydrolyzates of casein prepared by partial hydrolysis of casein with a protease in advance to give carbonic acid-and/or hydrogencarbonic acid-iron-partial hydrolyzates of casein complex of the present invention. However, the molar conce... Starting materials: [BH4-], CCO, COC(=O)c1cc2c3ccccc3n(Cc3cc(Cl)ccc3Cl)c2cn1, [Na+]. The product is OCc1cc2c3ccccc3n(Cc3cc(Cl)ccc3Cl)c2cn1. RXN SMILES: [BH4-:27].[CH3:29][CH2:30][OH:31].[Cl:1][c:2]1[c:3]([CH2:4][n:5]2[c:6]3[cH:7][cH:8][cH:9][cH:10][c:11]3[c:12]3[cH:13][c:14]([C:18](=[O:19])[O:20][CH3:21])[n:15][cH:16][c:17]23)[cH:22][c:23]([Cl:26])[cH:24][cH:25]1.[Na+:28]>>[Cl:1][c:2]1[c:3]([CH2:4][n:5]2[c:6]3[cH:7][cH:8][cH:9][cH:10][c:11]3[c:12]3[cH:13][c:14]([CH2:18][OH:19])[n:15][cH:16][c:17]23)[cH:22][c:23]([Cl:26])[cH:24][cH:25]1.